describe an organic reaction: reactants, conditions, products, and yield From a dataset of the Open Reaction Database (ORD), a public repository of structured organic reaction records. Run in C(Cl)(Cl)Cl (chloroform). Procedure: 2α,3α-Epoxy-17β-methoxycarbonyl-5α-androstan-11-one (500 mg.) in chloroform (32 ml.) was stirred with 48% aqueous hydrogen bromide (10 ml.). After an hour the mixture was washed with an excess of aqueous sodium bicarbonate and with water, was dried (MgSO4) and evaporated to a froth (628 mg.) Crystallisation from ethyl acetate/light petroleum afforded title compound (330 mg.) as colourless needles; m.p. 205°-208°; [α]D + 76°, Starting materials: O1[C@H]2[C@@H]1C[C@@H]1CC[C@H]3[C@@H]4CC[C@@H]([C@@]4(C)CC([C@@H]3[C@]1(C2)C)=O)C(=O)OC (2α,3α-Epoxy-17β-methoxycarbonyl-5α-androstan-11-one), Br (hydrogen bromide). Reaction SMILES: [O:1]1[C@H:3]2[CH2:4][C@H:5]3[C@:18]([CH3:20])([CH2:19][C@@H:2]12)[C@@H:17]1[C@H:8]([C@H:9]2[C@@:13]([CH2:15][C:16]1=[O:21])([CH3:14])[C@@H:12]([C:22]([O:24][CH3:25])=[O:23])[CH2:11][CH2:10]2)[CH2:7][CH2:6]3.[BrH:26]>C(Cl)(Cl)Cl>[Br:26][C@H:2]1[CH2:19][C@@:18]2([CH3:20])[C@@H:5]([CH2:6][CH2:7][C@@H:8]3[C@@H:17]2[C:16](=[O:21])[CH2:15][C@@:13]2([CH3:14])[C@H:9]3[CH2:10][CH2:11][C@@H:12]2[C:22]([O:24][CH3:25])=[O:23])[CH2:4][C@@H:3]1[OH:1]. Yields the product Br[C@@H]1[C@H](C[C@@H]2CC[C@H]3[C@@H]4CC[C@@H]([C@@]4(C)CC([C@@H]3[C@]2(C1)C)=O)C(=O)OC)O (2β-Bromo-3α-hydroxy-17β-methoxycarbonyl-5α-androstan-11-one). The reactants are COC(C1=C(N=C(C=C1)C)NCC)=O (2-ethylamino-6-methylnicotinic acid methyl ester), C(C)C(C(=O)Cl)C(=O)Cl (ethyl malonyl chloride), C(C)OCC (diethyl ether). Reaction conditions: time 1 hour. The product is C(C)OC(=O)C=1C(N(C2=NC(=CC=C2C1O)C)CC)=O (1-Ethyl-1,2-dihydro-4-hydroxy-7-methyl-2-oxo-1,8-naphthyridine-3-carboxylic acid ethyl ester). RXN SMILES: CO[C:3](=[O:14])[C:4]1[CH:9]=[CH:8][C:7]([CH3:10])=[N:6][C:5]=1[NH:11][CH2:12][CH3:13].C([CH:17]([C:21](Cl)=[O:22])[C:18](Cl)=[O:19])C.[CH2:24]([O:26]CC)[CH3:25]>>[CH2:24]([O:26][C:21]([C:17]1[C:18](=[O:19])[N:11]([CH2:12][CH3:13])[C:5]2[C:4]([C:3]=1[OH:14])=[CH:9][CH:8]=[C:7]([CH3:10])[N:6]=2)=[O:22])[CH3:25]. Reported procedure: To a solution of 3.98 g. (0.02 mole) of 2-ethylamino-6-methylnicotinic acid methyl ester in 50 ml. of anhydrous diethyl ether was added 1.5 g. (0.01 mole) of ethyl malonyl chloride. The mixture was stirred at room temperature for 1 hour. The mixture was filtered and the filtrate was evaporated in a rotary evaporator. The residue was added to a solution of 0.23 g. of sodium in 50 ml. of absolute ethanol and was warmed for 5 minutes. The mixture was cooled and the insoluble material was collected ... Starting materials: CCN(CC)S(F)(F)F, ClCCl, O, COC(=O)c1ccc(COc2cc(C)c(C)cc2N(CC(C)O)S(=O)(=O)c2ccccn2)cc1. The product is COC(=O)c1ccc(COc2cc(C)c(C)cc2N(CC(C)F)S(=O)(=O)c2ccccn2)cc1. As a reaction SMILES: [CH2:35]([N:36]([S:37]([F:38])([F:39])[F:41])[CH2:40][CH3:42])[CH3:43].[Cl:45][CH2:46][Cl:47].[OH2:44].[OH:1][CH:2]([CH2:3][N:4]([c:5]1[c:6]([O:7][CH2:8][c:9]2[cH:10][cH:11][c:12]([C:13](=[O:14])[O:15][CH3:16])[cH:17][cH:18]2)[cH:19][c:20]([CH3:24])[c:21]([CH3:23])[cH:22]1)[S:25](=[O:26])(=[O:27])[c:28]1[n:29][cH:30][cH:31][cH:32][cH:33]1)[CH3:34]>>[CH:2]([CH2:3][N:4]([c:5]1[c:6]([O:7][CH2:8][c:9]2[cH:10][cH:11][c:12]([C:13](=[O:14])[O:15][CH3:16])[cH:17][cH:18]2)[cH:19][c:20]([CH3:24])[c:21]([CH3:23])[cH:22]1)[S:25](=[O:26])(=[O:27])[c:28]1[n:29][cH:30][cH:31][cH:32][cH:33]1)([CH3:34])[F:41]. Starting materials: CS(=O)c1ncc2ccc(-c3cccc(S(=O)(=O)NC(C)(C)C)c3)n2n1, CN1CCN(CC2CCN(c3ccc(N)cc3)CC2)CC1, COCC(C)O, CCN(C(C)C)C(C)C. Product: CN1CCN(CC2CCN(c3ccc(Nc4ncc5ccc(-c6cccc(S(=O)(=O)NC(C)(C)C)c6)n5n4)cc3)CC2)CC1. RXN SMILES: [C:1]([CH3:2])([CH3:3])([CH3:4])[NH:5][S:6](=[O:7])(=[O:8])[c:9]1[cH:10][c:11](-[c:15]2[cH:16][cH:17][c:18]3[cH:19][n:20][c:21]([S:24]([CH3:25])=[O:26])[n:22][n:23]23)[cH:12][cH:13][cH:14]1.[CH3:27][N:28]1[CH2:29][CH2:30][N:31]([CH2:34][CH:35]2[CH2:36][CH2:37][N:38]([c:41]3[cH:42][cH:43][c:44]([NH2:47])[cH:45][cH:46]3)[CH2:39][CH2:40]2)[CH2:32][CH2:33]1.[CH3:57][O:58][CH2:59][CH:60]([OH:61])[CH3:62].[CH:48]([N:49]([CH2:50][CH3:51])[CH:52]([CH3:53])[CH3:54])([CH3:55])[CH3:56]>>[C:1]([CH3:2])([CH3:3])([CH3:4])[NH:5][S:6](=[O:7])(=[O:8])[c:9]1[cH:10][c:11](-[c:15]2[cH:16][cH:17][c:18]3[cH:19][n:20][c:21]([NH:47][c:44]4[cH:43][cH:42][c:41]([N:38]5[CH2:37][CH2:36][CH:35]([CH2:34][N:31]6[CH2:30][CH2:29][N:28]([CH3:27])[CH2:33][CH2:32]6)[CH2:40][CH2:39]5)[cH:46][cH:45]4)[n:22][n:23]23)[cH:12][cH:13][cH:14]1.